From a dataset of the Open Reaction Database (ORD), a public repository of structured organic reaction records. describe an organic reaction: reactants, conditions, products, and yield Starting materials: [H-].[Na+] (NaH), CSCCCO (3-(methylthio)-1-propanol), FC1=C(C(=CC=C1)F)N1C(C=CC2=C1N=C(N=C2C2=C(C=C(C=C2)F)C)S(=O)(=O)C)=O (8-(2,6-difluoro-phenyl)-4-(4-fluoro-2-methyl-phenyl)-2-methane-sulfonyl-8H-pyrido[2,3-d]pyrimidin-7-one). Run at time 5 minute. Product: FC1=C(C(=CC=C1)F)N1C(C=CC2=C1N=C(N=C2C2=C(C=C(C=C2)F)C)OCCCSC)=O (8-(2,6-Difluorophenyl)-4-(4-fluoro-2-methylphenyl)-2-(3-methylsulfanylpropoxy)-8H-pyrido[2,3-d]pyrimidin-7-one). RXN SMILES: [H-].[Na+].[CH3:3][S:4][CH2:5][CH2:6][CH2:7][OH:8].[F:9][C:10]1[CH:15]=[CH:14][CH:13]=[C:12]([F:16])[C:11]=1[N:17]1[C:22]2[N:23]=[C:24](S(C)(=O)=O)[N:25]=[C:26]([C:27]3[CH:32]=[CH:31][C:30]([F:33])=[CH:29][C:28]=3[CH3:34])[C:21]=2[CH:20]=[CH:19][C:18]1=[O:39]>>[F:16][C:12]1[CH:13]=[CH:14][CH:15]=[C:10]([F:9])[C:11]=1[N:17]1[C:22]2[N:23]=[C:24]([O:8][CH2:7][CH2:6][CH2:5][S:4][CH3:3])[N:25]=[C:26]([C:27]3[CH:32]=[CH:31][C:30]([F:33])=[CH:29][C:28]=3[CH3:34])[C:21]=2[CH:20]=[CH:19][C:18]1=[O:39] |f:0.1|. Reported procedure: NaH (12 mg, 0.5 mmol) was added to 3-(methylthio)-1-propanol (0.5 mL) and the mixture was stirred under Ar at 23°. After 5 min, gas evolution ceased, and the product of Example 48 (223 mg, 0.5 mmol) was added in a single portion. The mixture was stirred for 30 minutes. Most of the excess 3-(methylthio)-1-propanol was removed in vacuo, and the residue partitioned between EtOAc and H2O. The organic phase was washed with H2O, satd aq NaCl, dried over anhyd Na2SO4, filtered and evaporated to give th... Starting materials: OCC(COC1=C(C=O)C=C(C(=C1)OC)C=1SC=CC1)CO (2-(3-hydroxy-2-hydroxymethyl-propoxy)-4-methoxy-5-thiophen-2-yl-benzaldehyde), C(C)(=O)C1=CC=C(C(=O)O)C=C1 (4-acetylbenzoic acid). Procedure: The title compound was prepared by condensing 2-(3-hydroxy-2-hydroxymethyl-propoxy)-4-methoxy-5-thiophen-2-yl-benzaldehyde (Ex-64B) and 4-acetylbenzoic acid in a similar manner as described in Ex-3. Light orange solid, mp 219–220° C., 61% yield. 1H-NMR (300 MHz, DMSO-d6) δ 8.36 (s, 1H), 8.20 (d, 2H, J=7.5 Hz), 8.05–8.11 (m, 3H), 7.93 (d, 1H, J=16.2 Hz), 7.67 (d, 1H, J=3.0 Hz), 7.52 (d, 1H, J=5.1 Hz), 7.13 (dd, 1H, J=5.1, 3.0 Hz), 6.88 (s, 1H), 4.66 (brs, 2H), 4.23 (d, 2H, J=6.3 Hz), 4.01 (s, 3H)... The yield is 61.0%. Reaction SMILES: [OH:1][CH2:2][CH:3]([CH2:21][OH:22])[CH2:4][O:5][C:6]1[CH:13]=[C:12]([O:14][CH3:15])[C:11]([C:16]2[S:17][CH:18]=[CH:19][CH:20]=2)=[CH:10][C:7]=1[CH:8]=O.[C:23]([C:26]1[CH:34]=[CH:33][C:29]([C:30]([OH:32])=[O:31])=[CH:28][CH:27]=1)(=[O:25])[CH3:24]>>[OH:1][CH2:2][CH:3]([CH2:21][OH:22])[CH2:4][O:5][C:6]1[CH:13]=[C:12]([O:14][CH3:15])[C:11]([C:16]2[S:17][CH:18]=[CH:19][CH:20]=2)=[CH:10][C:7]=1/[CH:8]=[CH:24]/[C:23]([C:26]1[CH:34]=[CH:33][C:29]([C:30]([OH:32])=[O:31])=[CH:28][CH:27]=1)=[O:25]. Yields the product OCC(COC1=C(C=C(C(=C1)OC)C=1SC=CC1)/C=C/C(=O)C1=CC=C(C(=O)O)C=C1)CO (4-{3E-[2-(3-Hydroxy-2-hydroxymethyl-propoxy)-4-methoxy-5-thiophen-2-yl-phenyl]-acryloyl}-benzoic acid). Reactants: Cn1c(=O)[nH]c2ccccc21, ClCCCC#Cc1ccccn1, CN(C)C=O. Product: Cn1c(=O)n(CCCC#Cc2ccccn2)c2ccccc21. As a reaction SMILES: [CH3:13][n:14]1[c:15](=[O:23])[nH:16][c:17]2[c:18]1[cH:19][cH:20][cH:21][cH:22]2.[Cl:1][CH2:2][CH2:3][CH2:4][C:5]#[C:6][c:7]1[n:8][cH:9][cH:10][cH:11][cH:12]1.[O:24]=[CH:25][N:26]([CH3:27])[CH3:28]>>[CH2:2]([CH2:3][CH2:4][C:5]#[C:6][c:7]1[n:8][cH:9][cH:10][cH:11][cH:12]1)[n:16]1[c:15](=[O:23])[n:14]([CH3:13])[c:18]2[c:17]1[cH:22][cH:21][cH:20][cH:19]2. The reactants are ClC1=C(OC(C(=O)O)(C)C)C=CC(=C1Cl)CCC(C=1SC(=CC1)C1=CC=C(C=C1)C(F)(F)F)O (2-(2,3-dichloro-4-(3-hydroxy-3-(5-(4-(trifluoromethyl)phenyl)thien-2-yl)propyl)phenoxy)-2-methylpropanoic acid), [H-].[Na+] (sodium hydride), ICC (iodoethane). As a reaction SMILES: [Cl:1][C:2]1[C:14]([Cl:15])=[C:13]([CH2:16][CH2:17][CH:18]([OH:34])[C:19]2[S:20][C:21]([C:24]3[CH:29]=[CH:28][C:27]([C:30]([F:33])([F:32])[F:31])=[CH:26][CH:25]=3)=[CH:22][CH:23]=2)[CH:12]=[CH:11][C:3]=1[O:4][C:5]([CH3:10])([CH3:9])[C:6]([OH:8])=[O:7].[H-].[Na+].I[CH2:38][CH3:39]>>[Cl:1][C:2]1[C:14]([Cl:15])=[C:13]([CH2:16][CH2:17][CH:18]([O:34][CH2:38][CH3:39])[C:19]2[S:20][C:21]([C:24]3[CH:25]=[CH:26][C:27]([C:30]([F:31])([F:32])[F:33])=[CH:28][CH:29]=3)=[CH:22][CH:23]=2)[CH:12]=[CH:11][C:3]=1[O:4][C:5]([CH3:9])([CH3:10])[C:6]([OH:8])=[O:7] |f:1.2|. Yields the product ClC1=C(OC(C(=O)O)(C)C)C=CC(=C1Cl)CCC(C=1SC(=CC1)C1=CC=C(C=C1)C(F)(F)F)OCC (2-(2,3-Dichloro-4-(3-ethoxy-3-(5-(4-(trifluoromethyl)phenyl)thien-2-yl)propyl)-phenoxy)-2-methylpropanoic acid). Reported procedure: 2-(2,3-Dichloro-4-(3-ethoxy-3-(5-(4-(trifluoromethyl)phenyl)thien-2-yl)propyl)-phenoxy)-2-methylpropanoic acid is prepared from 2-(2,3-dichloro-4-(3-hydroxy-3-(5-(4-(trifluoromethyl)phenyl)thien-2-yl)propyl)phenoxy)-2-methylpropanoic acid using 8 equivalents of sodium hydride and 2.1 equivalents of iodoethane according to general procedure H. Starting materials: COC1(CNCC1)C1=CC(=CC=C1)OCC1=CC2=CC=CC=C2C=C1 (3-methoxy-3-[3-(naphth-2-ylmethoxy)phenyl]pyrrolidine), C(C#C)Br (prop-2-ynyl bromide). The product is COC1(CN(CC1)CC#C)C1=CC(=CC=C1)OCC1=CC2=CC=CC=C2C=C1 (3-methoxy-3-[3-(naphth-2-ylmethoxy)phenyl]-1-(prop-2-ynyl)pyrrolidine). The yield is 11.0%. Reaction SMILES: [CH3:1][O:2][C:3]1([C:8]2[CH:13]=[CH:12][CH:11]=[C:10]([O:14][CH2:15][C:16]3[CH:25]=[CH:24][C:23]4[C:18](=[CH:19][CH:20]=[CH:21][CH:22]=4)[CH:17]=3)[CH:9]=2)[CH2:7][CH2:6][NH:5][CH2:4]1.[CH2:26](Br)[C:27]#[CH:28]>>[CH3:1][O:2][C:3]1([C:8]2[CH:13]=[CH:12][CH:11]=[C:10]([O:14][CH2:15][C:16]3[CH:25]=[CH:24][C:23]4[C:18](=[CH:19][CH:20]=[CH:21][CH:22]=4)[CH:17]=3)[CH:9]=2)[CH2:7][CH2:6][N:5]([CH2:28][C:27]#[CH:26])[CH2:4]1. Procedure: Using an analogous procedure to that described in Example 3, 3-methoxy-3-[3-(naphth-2-ylmethoxy)phenyl]pyrrolidine was reacted with prop-2-ynyl bromide to give 3-methoxy-3-[3-(naphth-2-ylmethoxy)phenyl]-1-(prop-2-ynyl)pyrrolidine, m.p. 63°-65° C., in 11% yield. Procedure details: 2 g of 4-fluorobenzonitrile was used in Procedure Q with 2-propanethiol to afford 4-(isopropylthio)benzonitrile. 900 mg of 4-(isopropythio)benzonitrile was reacted via Procedure T to give 4-(isopropylthio)benzoic acid. 730 mg of 4-(isopropylthio)benzoic acid was reacted via Procedure R to give 4-(isopropylsulfonyl)benzoic acid. 75 mg of 4-chloro-3-(pyridin-2-yl)aniline was coupled to 4-(isopropylsulfonyl)benzoic acid via Procedure G. The product was purified on reverse phase HPLC to yield N-(4-c... As a reaction SMILES: F[C:2]1[CH:9]=[CH:8][C:5]([C:6]#[N:7])=[CH:4][CH:3]=1.[CH3:10][CH:11]([SH:13])[CH3:12]>>[CH:11]([S:13][C:2]1[CH:9]=[CH:8][C:5]([C:6]#[N:7])=[CH:4][CH:3]=1)([CH3:12])[CH3:10]. The product is C(C)(C)SC1=CC=C(C#N)C=C1 (4-(isopropylthio)benzonitrile). Starting materials: FC1=CC=C(C#N)C=C1 (4-fluorobenzonitrile), CC(C)S (2-propanethiol). Starting materials: Cl (hydrochloride), NC1=C(C=C(C=C1C#N)C(CNC(C)(C)CC)=O)C#N (4'-amino-3',5'-dicyano-2-tert.pentylamino-acetophenone). Yields the product NC1=C(C=C(C=C1C#N)C(CNC(C)(C)CC)O)C#N (1-(4'-Amino-3',5'-dicyano-phenyl)-2-tert.pentylamino-ethanol). RXN SMILES: Cl.[NH2:2][C:3]1[C:8]([C:9]#[N:10])=[CH:7][C:6]([C:11](=[O:19])[CH2:12][NH:13][C:14]([CH2:17][CH3:18])([CH3:16])[CH3:15])=[CH:5][C:4]=1[C:20]#[N:21]>>[NH2:2][C:3]1[C:4]([C:20]#[N:21])=[CH:5][C:6]([CH:11]([OH:19])[CH2:12][NH:13][C:14]([CH2:17][CH3:18])([CH3:16])[CH3:15])=[CH:7][C:8]=1[C:9]#[N:10]. Procedure: m.p. of the hydrochloride: 231°-233° C. (decomp.), was prepared from 4'-amino-3',5'-dicyano-2-tert.pentylamino-acetophenone analogous to Example 48. The product is CC[C@@]1(C2=C(COC1=O)C(=O)N3CC4=C(C5=CC=CC=C5N=C4C3=C2)CO)O (7-hydroxymethylcamptothecin). Conditions: time 14 hour. RXN SMILES: [CH3:1][CH2:2][C@@:3]1([OH:26])[C:8](=[O:9])[O:7][CH2:6][C:5]2[C:10]([N:12]3[C:24](=[CH:25][C:4]1=2)[C:23]1[N:22]=[C:21]2[C:16]([CH:17]=[CH:18][CH:19]=[CH:20]2)=[CH:15][C:14]=1[CH2:13]3)=[O:11].S(=O)(=O)(O)O.[OH2:32].OO.[CH3:35]O>>[CH3:1][CH2:2][C@@:3]1([OH:26])[C:8](=[O:9])[O:7][CH2:6][C:5]2[C:10]([N:12]3[C:24](=[CH:25][C:4]1=2)[C:23]1[C:14](=[C:15]([CH2:35][OH:32])[C:16]2[C:21]([N:22]=1)=[CH:20][CH:19]=[CH:18][CH:17]=2)[CH2:13]3)=[O:11]. Procedure: Camptothecin (3.00 g, 8.61 m-mol) was suspended in methanol (90 ml) and then dissolved therein by addition of 75% sulfuric acid (75 ml) and 75 ml of water. To the solution was added FeSO4. 7H2O (40 g, 0.143 mol) and then was added dropwise under ice-cooling and agitation 30% hydrogen peroxide (15 ml) over 2 hours. After addition of the hydrogen peroxide, the reaction mixture was stirred for 14 hours at room temperature and poured into ice water (1 l). The yellowish brown solid precipitated was c... Starting materials: CO (methanol), CC[C@@]1(C2=C(COC1=O)C(=O)N3CC=4C=C5C=CC=CC5=NC4C3=C2)O (Camptothecin), FeSO4, S(O)(O)(=O)=O (sulfuric acid), O (water), OO (hydrogen peroxide), ice water, OO (hydrogen peroxide).